Dataset: the Open Reaction Database (ORD), a public repository of structured organic reaction records. Task: describe an organic reaction: reactants, conditions, products, and yield Yields the product C(#N)C1=C(C=C(C=N1)C1=C(C(=O)OC)C(=CC=C1)F)F (methyl 2-(6-cyano-5-fluoropyridin-3-yl)-6-fluorobenzoate). Reported procedure: A solution of 3-fluoro-5-iodopyridine-2-carbonitrile (1.08 g, 3.87 mmol) in 10 mL of THF and palladium tetrakistriphenylphosphine (0.18 g, 0.16 mmol) was added to a solution of [3-fluoro-2-(methoxycarbonyl)phenyl](iodo)zinc (prepared from methyl 2-fluoro-6-iodobenzoate and Reike Zinc) in 20 mL of THF via cannula. The mixture was heated to reflux for one hour, cooled, and partitioned between ethyl acetate and water. The organic extract was washed with brine, dried over MgSO4, filtered and concent... Starting materials: FC=1C(=NC=C(C1)I)C#N (3-fluoro-5-iodopyridine-2-carbonitrile), palladium tetrakistriphenylphosphine, FC=1C(=C(C=CC1)[Zn]I)C(=O)OC ([3-fluoro-2-(methoxycarbonyl)phenyl](iodo)zinc). Reaction SMILES: [F:1][C:2]1[C:3]([C:9]#[N:10])=[N:4][CH:5]=[C:6](I)[CH:7]=1.[F:11][C:12]1[C:13]([C:20]([O:22][CH3:23])=[O:21])=[C:14]([Zn]I)[CH:15]=[CH:16][CH:17]=1>C1COCC1>[C:9]([C:3]1[N:4]=[CH:5][C:6]([C:14]2[CH:15]=[CH:16][CH:17]=[C:12]([F:11])[C:13]=2[C:20]([O:22][CH3:23])=[O:21])=[CH:7][C:2]=1[F:1])#[N:10]. Run in C1CCOC1 (THF), C1CCOC1 (THF). Starting materials: [Li]CCCC, CCOC(C)=O, CCCCCC, CC(C)NC(C)C, [Cl-], Clc1cccnc1, O=Cc1cc(F)ccc1F, [NH4+], C1CCOC1. Product: OC(c1cc(F)ccc1F)c1ccncc1Cl. As a reaction SMILES: [CH2:8]([Li:9])[CH2:10][CH2:11][CH3:12].[CH3:32][CH2:33][O:34][C:35](=[O:36])[CH3:37].[CH3:38][CH2:39][CH2:40][CH2:41][CH2:42][CH3:43].[CH:1]([NH:2][CH:3]([CH3:4])[CH3:5])([CH3:6])[CH3:7].[Cl-:30].[Cl:13][c:14]1[cH:15][n:16][cH:17][cH:18][cH:19]1.[F:20][c:21]1[c:22]([CH:23]=[O:24])[cH:25][c:26]([F:29])[cH:27][cH:28]1.[NH4+:31].[O:44]1[CH2:45][CH2:46][CH2:47][CH2:48]1>>[Cl:13][c:14]1[cH:15][n:16][cH:17][cH:18][c:19]1[CH:23]([c:22]1[c:21]([F:20])[cH:28][cH:27][c:26]([F:29])[cH:25]1)[OH:24]. Starting materials: COC(=O)c1cccc(CBr)c1, O=C([O-])[O-], COc1cccc2[nH]nc(N(COCC[Si](C)(C)C)S(=O)(=O)c3ccc(Cl)s3)c12, ClCCl, [K+], [K+], CN(C)C=O, O. The product is COC(=O)c1cccc(Cn2nc(N(COCC[Si](C)(C)C)S(=O)(=O)c3ccc(Cl)s3)c3c(OC)cccc32)c1. Reaction SMILES: [Br:36][CH2:37][c:38]1[cH:39][c:40]([C:41](=[O:42])[O:43][CH3:44])[cH:45][cH:46][cH:47]1.[C:30](=[O:31])([O-:32])[O-:33].[Cl:1][c:2]1[cH:3][cH:4][c:5]([S:7](=[O:8])(=[O:9])[N:10]([CH2:11][O:12][CH2:13][CH2:14][Si:15]([CH3:16])([CH3:17])[CH3:18])[c:19]2[n:20][nH:21][c:22]3[cH:23][cH:24][cH:25][c:26]([O:28][CH3:29])[c:27]23)[s:6]1.[Cl:53][CH2:54][Cl:55].[K+:34].[K+:35].[O:48]=[CH:49][N:50]([CH3:51])[CH3:52].[OH2:56]>>[Cl:1][c:2]1[cH:3][cH:4][c:5]([S:7](=[O:8])(=[O:9])[N:10]([CH2:11][O:12][CH2:13][CH2:14][Si:15]([CH3:16])([CH3:17])[CH3:18])[c:19]2[n:20][n:21]([CH2:37][c:38]3[cH:39][c:40]([C:41](=[O:42])[O:43][CH3:44])[cH:45][cH:46][cH:47]3)[c:22]3[cH:23][cH:24][cH:25][c:26]([O:28][CH3:29])[c:27]23)[s:6]1. The reactants are C[C@@H]1CN(C[C@@H](O1)C)C=1SC(=C(N1)C#N)C1=CC(=NC(=C1)C)C (2-(cis-2,6-dimethyl-morpholin-4-yl)-5-(2,6-dimethyl-pyridin-4-yl)-thiazole-4-carbonitrile), N (ammonia), CO (MeOH), [H][H] (hydrogen). The reagents and catalysts are [Ni] (Raney Nickel). Yields the product C[C@@H]1CN(C[C@@H](O1)C)C=1SC(=C(N1)NC)C1=CC(=NC(=C1)C)C ([2-(cis-2,6-dimethyl-morpholin-4-yl)-5-(2,6-dimethyl-pyridin-4-yl)-thiazol-4-yl]-methylamine). RXN SMILES: [CH3:1][C@H:2]1[O:7][C@@H:6]([CH3:8])[CH2:5][N:4]([C:9]2[S:10][C:11]([C:16]3[CH:21]=[C:20]([CH3:22])[N:19]=[C:18]([CH3:23])[CH:17]=3)=[C:12](C#N)[N:13]=2)[CH2:3]1.[NH3:24].[H][H].[CH3:27]O>[Ni]>[CH3:8][C@H:6]1[O:7][C@@H:2]([CH3:1])[CH2:3][N:4]([C:9]2[S:10][C:11]([C:16]3[CH:21]=[C:20]([CH3:22])[N:19]=[C:18]([CH3:23])[CH:17]=3)=[C:12]([NH:24][CH3:27])[N:13]=2)[CH2:5]1. Reported procedure: Intermediate 4 (18.5 g, 56.33 mmol) was added to a suspension of Raney Nickel (2 g) in a 7 N ammonia solution in MeOH (250 mL). The reaction mixture was stirred at 14° C. under hydrogen atmosphere until 2 equivalents of hydrogen were absorbed. The catalyst was removed by filtration over diatomaceous earth. The solvent was evaporated, yielding Intermediate 5 quantitatively. Intermediate 5 was used without further purification. Starting materials: Cl (hydrochloric acid), resultant product, ClC=1C=C(CN2C[C@@H](OCC2)CNC(CSC=2SC=C(N2)C=O)=O)C=CC1Cl ((2S)-N-{[4-(3,4-dichlorobenzyl)morpholin-2-yl]methyl}-(4-formylthiazol-2-ylthio)acetamide), C(CC(=O)O)(=O)O (malonic acid), N1CCCCC1 (piperidine). Solvent: O (water), N1=CC=CC=C1 (pyridine). Conditions: temperature 100 celsius, time 3.5 hour. Product: C(=O)(O)/C=C/C=1N=C(SC1)SCC(=O)NC[C@H]1CN(CCO1)CC1=CC(=C(C=C1)Cl)Cl ((2S)-(E)-[4-(2-carboxyethen-1-yl)thiazol-2-ylthio]-N-{[4-(3,4-dichlorobenzyl)morpholin-2-yl]methyl}acetamide). As a reaction SMILES: [Cl:1][C:2]1[CH:3]=[C:4]([CH:25]=[CH:26][C:27]=1[Cl:28])[CH2:5][N:6]1[CH2:11][CH2:10][O:9][C@@H:8]([CH2:12][NH:13][C:14](=[O:24])[CH2:15][S:16][C:17]2[S:18][CH:19]=[C:20]([CH:22]=O)[N:21]=2)[CH2:7]1.C(O)(=O)[CH2:30][C:31]([OH:33])=[O:32].N1CCCCC1.Cl>N1C=CC=CC=1.O>[C:31](/[CH:30]=[CH:22]/[C:20]1[N:21]=[C:17]([S:16][CH2:15][C:14]([NH:13][CH2:12][C@@H:8]2[O:9][CH2:10][CH2:11][N:6]([CH2:5][C:4]3[CH:25]=[CH:26][C:27]([Cl:28])=[C:2]([Cl:1])[CH:3]=3)[CH2:7]2)=[O:24])[S:18][CH:19]=1)([OH:33])=[O:32]. Procedure: The resultant product (643 mg) of (70-2) was dissolved in pyridine (5 mL), malonic acid (291 mg) and piperidine (14 μL) were added, and the mixture was stirred at 100° C. for 3.5 hrs. The reaction mixture was poured into water, 1M hydrochloric acid was added to adjust to pH=4, and the mixture was extracted with ethyl acetate. The extract was washed with saturated brine, dried over anhydrous sodium sulfate, and the solvent was evaporated under reduced pressure. The obtained residue was purified b...